From a dataset of the Open Reaction Database (ORD), a public repository of structured organic reaction records. describe an organic reaction: reactants, conditions, products, and yield The reactants are C(C1=CC=CC=C1)OC1=CC(=C(OCCC=2N=C(OC2C)C2=CC=C(C=C2)C2=CC=CC=C2)C=C1)CCCC (4-[2-(4-benzyloxy-2-butylphenoxy)ethyl]-5-methyl-2-biphenyl-4-yl-oxazole), [H][H] (hydrogen). The reagents and catalysts are [Pd] (Pd/C). Run in C(C)O (ethanol). Yields the product C(CCC)C=1C=C(C=CC1OCCC=1N=C(OC1C)C1=CC=C(C=C1)C1=CC=CC=C1)O (3-butyl-4-[2-(5-methyl-2-biphenyl-4-yl-oxazole-4-yl)ethoxy]phenol). As a reaction SMILES: C([O:8][C:9]1[CH:35]=[CH:34][C:12]([O:13][CH2:14][CH2:15][C:16]2[N:17]=[C:18]([C:22]3[CH:27]=[CH:26][C:25]([C:28]4[CH:33]=[CH:32][CH:31]=[CH:30][CH:29]=4)=[CH:24][CH:23]=3)[O:19][C:20]=2[CH3:21])=[C:11]([CH2:36][CH2:37][CH2:38][CH3:39])[CH:10]=1)C1C=CC=CC=1.[H][H]>C(O)C.[Pd]>[CH2:36]([C:11]1[CH:10]=[C:9]([OH:8])[CH:35]=[CH:34][C:12]=1[O:13][CH2:14][CH2:15][C:16]1[N:17]=[C:18]([C:22]2[CH:23]=[CH:24][C:25]([C:28]3[CH:29]=[CH:30][CH:31]=[CH:32][CH:33]=3)=[CH:26][CH:27]=2)[O:19][C:20]=1[CH3:21])[CH2:37][CH2:38][CH3:39]. Procedure details: A solution of 4-[2-(4-benzyloxy-2-butylphenoxy)ethyl]-5-methyl-2-biphenyl-4-yl-oxazole (3.16 mmol) in ethanol (100 mL) was treated with 5% Pd/C (160 mg) and hydrogen (60 psi) at ambient temperature for 18 h. The mixture was filtered and concentrated in vacuo to give 3-butyl-4-[2-(5-methyl-2-biphenyl-4-yl-oxazole-4-yl)ethoxy]phenol as a tan solid. The product is O[C@@H](C1=C(C=CC(=C1)N1C=NC=C1)C)C1=C(C=C(C(=O)O)C=C1C)C ((S)-4-[α-hydroxy-5-(1-imidazolyl)-2-methylbenzyl]-3,5-dimethylbenzoic acid). Starting materials: N1(C=NC=C1)C=1C=CC(=C([C@H](OC([C@H](C)NS(=O)(=O)C2=CC=C(C=C2)C)=O)C2=C(C=C(C(=O)OC)C=C2C)C)C1)C (methyl (S)-4-[5-(1-imidazolyl)-2-methyl-α-{(S)-2-(4-methylbenzenesulfonylamino)propionyloxy}benzyl]-3,5-dimethylbenzoate). As a reaction SMILES: [N:1]1([C:6]2[CH:7]=[CH:8][C:9]([CH3:41])=[C:10]([CH:40]=2)[C@@H:11]([C:28]2[C:37]([CH3:38])=[CH:36][C:31]([C:32]([O:34]C)=[O:33])=[CH:30][C:29]=2[CH3:39])[O:12]C(=O)[C@@H](NS(C2C=CC(C)=CC=2)(=O)=O)C)[CH:5]=[CH:4][N:3]=[CH:2]1>CN(C)C=O>[OH:12][C@H:11]([C:28]1[C:29]([CH3:39])=[CH:30][C:31]([C:32]([OH:34])=[O:33])=[CH:36][C:37]=1[CH3:38])[C:10]1[CH:40]=[C:6]([N:1]2[CH:5]=[CH:4][N:3]=[CH:2]2)[CH:7]=[CH:8][C:9]=1[CH3:41]. Procedure: The compound obtained in Example 7 was treated in the same manner as in Example 2 to give 10.5 g of (S)-4-[α-hydroxy-5-(1-imidazolyl)-2-methylbenzyl]-3,5-dimethylbenzoic acid, melting point 286-288° C. (decomposition), optical rotation [α]D21 -261.5° (c=1.0, dimethylformamide). The solvent is CN(C=O)C (dimethylformamide). Reactants: Cl.C(C1=CC=CC=C1)OC1=C2CCNCC2=CC=C1OC (5-benzyloxy-1,2,3,4-tetrahydro-6-methoxy-isoquinoline-hydrochloride), C(=O)N (formamide), ice. Solvent: C(=O)O (formic acid). The product is C(C1=CC=CC=C1)OC1=C2CCN(CC2=CC=C1OC)C=O (5-benzyloxy-2-formyl-1,2,3,4-tetrahydro-6-methoxy-isoquinoline). Reaction SMILES: Cl.[CH2:2]([O:9][C:10]1[C:19]([O:20][CH3:21])=[CH:18][CH:17]=[C:16]2[C:11]=1[CH2:12][CH2:13][NH:14][CH2:15]2)[C:3]1[CH:8]=[CH:7][CH:6]=[CH:5][CH:4]=1.[CH:22](N)=[O:23]>C(O)=O>[CH2:2]([O:9][C:10]1[C:19]([O:20][CH3:21])=[CH:18][CH:17]=[C:16]2[C:11]=1[CH2:12][CH2:13][N:14]([CH:22]=[O:23])[CH2:15]2)[C:3]1[CH:8]=[CH:7][CH:6]=[CH:5][CH:4]=1 |f:0.1|. Procedure: 122.3 g of 5-benzyloxy-1,2,3,4-tetrahydro-6-methoxy-isoquinoline-hydrochloride, 140 ml of formic acid, and 700 ml of formamide are heated for 2.5 hours under reflux. The mixture is then poured over 2 kg of ice and extracted with methylene chloride. After evaporation to dryness of the methylene chloride solution under reduced pressure, the residue is recrystallized from methanol-water. 102.3 g of 5-benzyloxy-2-formyl-1,2,3,4-tetrahydro-6-methoxy-isoquinoline are obtained. m.p. = 117.5° - 118.5° C... The reactants are C(C)OC(CC(=O)C1=CC(=CC(=C1)Cl)Cl)=O.ClC=1C=C(C=C(C1)Cl)C1=NN(C(C1)=O)[C@@H](C)C1=CC=C(C(=O)OCC)C=C1 (Ethyl 4-{(1S)-1-[3-(3,5-dichlorophenyl)-5-oxo-4,5-dihydro-1H-pyrazol-1-yl]ethyl}benzoate Ethyl 3-(3,5-dichlorophenyl)-3-oxopropanoate), FC(C(=O)[O-])(F)F.C(C)OC(=O)C1=CC=C(C=C1)[C@H](C)[NH2+]N ({(1S)-1-[4-(ethoxycarbonyl)phenyl]ethyl}hydrazinium trifluoroacetate). Run in C(C)#N (acetonitrile). Yields the product ClC=1C=C(C=C(C1)Cl)C1=NN(C(C1)=O)[C@@H](C)C1=CC=C(C(=O)OCC)C=C1 (ethyl 4-{(1S)-1-[3-(3,5-dichlorophenyl)-5-oxo-4,5-dihydro-1H-pyrazol-1-yl]ethyl}benzoate). As a reaction SMILES: C(OC(=O)CC(C1C=C(Cl)C=C(Cl)C=1)=O)C.[Cl:17][C:18]1[CH:19]=[C:20]([C:25]2[CH2:29][C:28](=[O:30])[N:27]([C@H:31]([C:33]3[CH:43]=[CH:42][C:36]([C:37]([O:39][CH2:40][CH3:41])=[O:38])=[CH:35][CH:34]=3)[CH3:32])[N:26]=2)[CH:21]=[C:22]([Cl:24])[CH:23]=1.FC(F)(F)C([O-])=O.C(OC(C1C=CC([C@@H]([NH2+]N)C)=CC=1)=O)C>C(#N)C>[Cl:17][C:18]1[CH:19]=[C:20]([C:25]2[CH2:29][C:28](=[O:30])[N:27]([C@H:31]([C:33]3[CH:43]=[CH:42][C:36]([C:37]([O:39][CH2:40][CH3:41])=[O:38])=[CH:35][CH:34]=3)[CH3:32])[N:26]=2)[CH:21]=[C:22]([Cl:24])[CH:23]=1 |f:0.1,2.3|. Procedure: Step A Ethyl 4-{(1S)-1-[3-(3,5-dichlorophenyl)-5-oxo-4,5-dihydro-1H-pyrazol-1-yl]ethyl}benzoate Ethyl 3-(3,5-dichlorophenyl)-3-oxopropanoate (4.2 g, 16.1 mmol) and {(1S)-1-[4-(ethoxycarbonyl)phenyl]ethyl}hydrazinium trifluoroacetate (5.2 g, 16.1 mmol) were heated in dry acetonitrile (100 ml) to 85° C. for 1 hr. The solvent was removed under reduced pressure, and the residue purified by column chromatography (SiO2, 20% ethyl acetate in hexanes) to give ethyl 4-{(1S)-1-[3-(3,5-dichlorophenyl)-5-ox...